This data is from the Open Reaction Database (ORD), a public repository of structured organic reaction records. The task is: describe an organic reaction: reactants, conditions, products, and yield Reactants: O=C([O-])O, CC#N, [Na+], [Na+], [Na+], CCCc1c(Cc2ccc(-c3ccccc3-c3noc(=O)[nH]3)cc2)c(=O)n(C2CC(O)C2)c2ncnn12, O=S([O-])([O-])=S. Yields the product CCCc1c(Cc2ccc(-c3ccccc3-c3noc(=O)[nH]3)cc2)c(=O)n(C2CC(=O)C2)c2ncnn12. As a reaction SMILES: [C:38](=[O:39])([O-:40])[OH:41].[CH3:50][C:51]#[N:52].[Na+:42].[Na+:48].[Na+:49].[OH:1][CH:2]1[CH2:3][CH:4]([n:6]2[c:7]3[n:8]([c:9]([CH2:32][CH2:33][CH3:34])[c:10]([CH2:13][c:14]4[cH:15][cH:16][c:17](-[c:20]5[c:21](-[c:26]6[n:27][o:28][c:29](=[O:31])[nH:30]6)[cH:22][cH:23][cH:24][cH:25]5)[cH:18][cH:19]4)[c:11]2=[O:12])[n:35][cH:36][n:37]3)[CH2:5]1.[S:43]([O-:44])([O-:45])(=[O:46])=[S:47]>>[O:1]=[C:2]1[CH2:3][CH:4]([n:6]2[c:7]3[n:8]([c:9]([CH2:32][CH2:33][CH3:34])[c:10]([CH2:13][c:14]4[cH:15][cH:16][c:17](-[c:20]5[c:21](-[c:26]6[n:27][o:28][c:29](=[O:31])[nH:30]6)[cH:22][cH:23][cH:24][cH:25]5)[cH:18][cH:19]4)[c:11]2=[O:12])[n:35][cH:36][n:37]3)[CH2:5]1. Starting materials: BrC1=CC=CC(=N1)C(C)=O (1-(6-bromopyridin-2-yl)ethanone), [Cl-].[NH4+] (ammonium chloride), N (ammonia), [C-]#N.[Na+] (sodium cyanide). Solvent: O (water), C(C)O (ethanol). Run at time 8 hour. The product is NC(C#N)(C)C1=NC(=CC=C1)Br (2-Amino-2-(6-bromopyridin-2-yl)propanenitrile). Reaction SMILES: [Br:1][C:2]1[N:7]=[C:6]([C:8](=O)[CH3:9])[CH:5]=[CH:4][CH:3]=1.[Cl-].[NH4+:12].[NH3:13].[C-:14]#N.[Na+]>O.C(O)C>[NH2:12][C:8]([C:6]1[CH:5]=[CH:4][CH:3]=[C:2]([Br:1])[N:7]=1)([CH3:9])[C:14]#[N:13] |f:1.2,4.5|. Reported procedure: A 250 mL round-bottomed flask equipped with a magnetic stirring bar was charged with 1-(6-bromopyridin-2-yl)ethanone (5.00 g, 25.00 mmol), ammonium chloride (1.538 g, 28.7 mmol), ammonia (3.3 mL, 25.00 mmol), ethanol (7.5 mL), and water (6.3 mL). The resulting suspension was treated with sodium cyanide (1.409 g, 28.7 mmol), and the flask was quickly sealed with a rubber stopper. The mixture was stirred overnight. The reaction was extracted with dichloromethane (3×), the combined organic layer wa... Reactants: ClC1=C(C#N)C(=CN=C1)C1=CC=C(C=C1)OC1=CC=CC=C1 (3-chloro-5-(4-phenoxyphenyl)isonicotinonitrile), ClC1=CC(=CC=C1)C(=O)OO (3-chloroperbenzoic acid). Run in ClCCl (dichloromethane), ClCCl (dichloromethane). Conditions: time 22 hour. The product is ClC=1C=[N+](C=C(C1C#N)C1=CC=C(C=C1)OC1=CC=CC=C1)[O-] (3-chloro-4-cyano-5-(4-phenoxyphenyl)pyridine 1-oxide). Isolated yield 63.1%. As a reaction SMILES: [Cl:1][C:2]1[CH:9]=[N:8][CH:7]=[C:6]([C:10]2[CH:15]=[CH:14][C:13]([O:16][C:17]3[CH:22]=[CH:21][CH:20]=[CH:19][CH:18]=3)=[CH:12][CH:11]=2)[C:3]=1[C:4]#[N:5].ClC1C=CC=C(C(OO)=[O:31])C=1>ClCCl>[Cl:1][C:2]1[CH:9]=[N+:8]([O-:31])[CH:7]=[C:6]([C:10]2[CH:11]=[CH:12][C:13]([O:16][C:17]3[CH:18]=[CH:19][CH:20]=[CH:21][CH:22]=3)=[CH:14][CH:15]=2)[C:3]=1[C:4]#[N:5]. Procedure details: A solution of 3-chloro-5-(4-phenoxyphenyl)isonicotinonitrile (0.495 g, 1.614 mmol) and 77% 3-chloroperbenzoic acid (1.808 g, 8.07 mmol) in dichloromethane (20 mL) was stirred at room temperature. After 22 h at room temperature, the mixture was diluted with dichloromethane (100 mL), washed with 1 M sodium sulfite (25 mL), 1 N NaOH (2×25 mL), brined (25 mL), dried (MgSO4) and concentrated. Silica gel chromatography, loading with dichloromethane and eluting with 20-50% ethyl acetate in hexanes, gav... The reactants are [BH4-].[Na+] (sodium borohydride), [BH4-].[Na+] (sodium borohydride), [BH4-].[Na+] (sodium borohydride), ClC1=CC=C(C=C1)C1=CC=C(C=C1)C(CCC(=O)O)=O (4-(4′-chloro-biphenyl-4-yl)-4-oxo-butyric acid). The product is ClC1=CC=C(C=C1)C1=CC=C(C=C1)C(CCC(=O)O)O ((±)-4-(4′-chloro-biphenyl-4-yl)-4-hydroxy-butyric acid). The solvent is C(C)O (ethanol). Yield: 17.5%. RXN SMILES: [BH4-].[Na+].[Cl:3][C:4]1[CH:9]=[CH:8][C:7]([C:10]2[CH:15]=[CH:14][C:13]([C:16](=[O:22])[CH2:17][CH2:18][C:19]([OH:21])=[O:20])=[CH:12][CH:11]=2)=[CH:6][CH:5]=1>C(O)C>[Cl:3][C:4]1[CH:5]=[CH:6][C:7]([C:10]2[CH:15]=[CH:14][C:13]([CH:16]([OH:22])[CH2:17][CH2:18][C:19]([OH:21])=[O:20])=[CH:12][CH:11]=2)=[CH:8][CH:9]=1 |f:0.1|. Procedure: To a stirred suspension of sodium borohydride (0.0376 g, 0.00099 mol) in absolute ethanol under nitrogen at room temperature was added in one portion 4-(4′-chloro-biphenyl-4-yl)-4-oxo-butyric acid (0.576 g, 0.00199 mol), and the mixture stirred for 4 hours. Additional sodium borohydride (0.013 g, 0.00034 mol) was added, and the mixture stirred for 18 hours. Additional sodium borohydride (0.0144 g, 0.000381 mol) was added and the mixture stirred for 5 hours. Total reaction time was 27 hours. The ... Conditions: time 4 hour. Reactants: Cl (hydrochloric acid), C1(=CC=CC=C1)OC1=CC=CC=C1 (Diphenyl ether), B(OC)(OC)OC (Trimethyl borate), [Li+].CCC[CH2-] (N-butyllithium). Run in O1CCCC1 (tetrahydrofuran). Conditions: temperature 0 celsius, time 30 minute. Yields the product O(C1=CC=CC=C1)C1=C(C=CC=C1)B(O)O (2-phenoxyphenylboronic acid). RXN SMILES: [C:1]1([O:7][C:8]2[CH:13]=[CH:12][CH:11]=[CH:10][CH:9]=2)[CH:6]=[CH:5][CH:4]=[CH:3][CH:2]=1.[Li+].CCC[CH2-].[B:19](OC)([O:22]C)[O:20]C.Cl>O1CCCC1>[O:7]([C:1]1[CH:2]=[CH:3][CH:4]=[CH:5][C:6]=1[B:19]([OH:22])[OH:20])[C:8]1[CH:9]=[CH:10][CH:11]=[CH:12][CH:13]=1 |f:1.2|. Procedure: Diphenyl ether (0.85 g) was dissolved in anhydrous tetrahydrofuran (20 ml) and the reaction mixture was cooled to 0° C. N-butyllithium (1.6M, 3.1 ml) was delivered by drops thereto and the reaction mixture was stirred for 30 minutes at the same temperature. Trimethyl borate (0.68 ml) was added thereto and the reaction mixture was stirred for two hours at room temperature. 1N hydrochloric acid was added to the reaction mixture and the water layer was extracted with ethyl acetate. The organic laye... The reactants are O=C1N(CCCC1(C1=CC=CC=C1)C1=CC=CC=C1)CC(=O)O (2-(2-oxo-3,3-diphenylpiperidin-1-yl)acetic acid), FC=1C=C(OC2CCNCC2)C=CC1F (4-(3,4-difluorophenoxy)piperidine), CCOCC (Ether), C(C)N=C=NCCCN(C)C (N1-((ethylimino)methylene)-N3,N3-dimethylpropane-1,3-diamine). Reagents/catalysts: CN(C1=CC=NC=C1)C (4-(dimethylamino)pyridine). The solvent is C(Cl)Cl (CH2Cl2), C(Cl)Cl (CH2Cl2). Conditions: time 18 hour. Product: FC=1C=C(OC2CCN(CC2)C(CN2C(C(CCC2)(C2=CC=CC=C2)C2=CC=CC=C2)=O)=O)C=CC1F (1-{2-[4-(3,4-difluorophenoxy)piperidin-1-yl]-2-oxoethyl}-3,3-diphenylpiperidin-2-one). As a reaction SMILES: [O:1]=[C:2]1[C:7]([C:14]2[CH:19]=[CH:18][CH:17]=[CH:16][CH:15]=2)([C:8]2[CH:13]=[CH:12][CH:11]=[CH:10][CH:9]=2)[CH2:6][CH2:5][CH2:4][N:3]1[CH2:20][C:21](O)=[O:22].[F:24][C:25]1[CH:26]=[C:27]([CH:35]=[CH:36][C:37]=1[F:38])[O:28][CH:29]1[CH2:34][CH2:33][NH:32][CH2:31][CH2:30]1.C(N=C=NCCCN(C)C)C.CCOCC>CN(C)C1C=CN=CC=1.C(Cl)Cl>[F:24][C:25]1[CH:26]=[C:27]([CH:35]=[CH:36][C:37]=1[F:38])[O:28][CH:29]1[CH2:34][CH2:33][N:32]([C:21](=[O:22])[CH2:20][N:3]2[CH2:4][CH2:5][CH2:6][C:7]([C:14]3[CH:19]=[CH:18][CH:17]=[CH:16][CH:15]=3)([C:8]3[CH:13]=[CH:12][CH:11]=[CH:10][CH:9]=3)[C:2]2=[O:1])[CH2:31][CH2:30]1. Procedure details: To a mixture of the product of Example 68E (225 mg, 0.73 mmol), 4-(3,4-difluorophenoxy)piperidine (155 mg, 0.73 mmol), and 4-(dimethylamino)pyridine (8.9 mg, 0.07 mmol) in CH2Cl2 (3 mL) at ambient temperature was added N1-((ethylimino)methylene)-N3,N3-dimethylpropane-1,3-diamine (0.129 mL, 0.727 mmol) via syringe. The reaction was stirred for 18 hours, then diluted with 50 mL CH2Cl2 and washed with 1 N aqueous HCl, saturated aqueous NaHCO3 solution and brine, dried with Na2SO4, filtered, and con... As a reaction SMILES: [CH3:1][O:2][CH2:3][C:4]1[CH:5]=[C:6]([C:10]2[CH:15]=[CH:14][C:13]([C:16]([CH3:21])([CH3:20])[C:17](O)=[O:18])=[CH:12][CH:11]=2)[CH:7]=[CH:8][CH:9]=1.[NH2:22][C@@H:23]([CH2:26][CH3:27])[CH2:24][OH:25]>>[OH:25][CH2:24][C@@H:23]([NH:22][C:17](=[O:18])[C:16]([C:13]1[CH:12]=[CH:11][C:10]([C:6]2[CH:7]=[CH:8][CH:9]=[C:4]([CH2:3][O:2][CH3:1])[CH:5]=2)=[CH:15][CH:14]=1)([CH3:21])[CH3:20])[CH2:26][CH3:27]. The yield is 52.0%. Procedure details: Prepared in a similar manner to Example 27 from 2-(3′-(methoxymethyl)biphenyl-4-yl)-2-methylpropanoic acid (example 39a) and (S)-2-aminobutan-1-ol. Yield: 52%. 1H NMR (DMSO-d6, 400 MHz) δ 7.61 (m, 4H), 7.44 (m, 3H), 7.31 (d, 1H, J=7.2 Hz), 6.83 (d, 1H, J=8.5 Hz), 4.57 (t, 1H, J=5.8 Hz), 4.84 (s, 2H), 3.68 (m, 1H), 3.34 (m, 1H), 3.33 (s, 3H), 3.22 (m, 1H), 1.56 (m, 1H), 1.49 (s, 6H), 1.29 (m, 1H), 0.76 (t, 3H, J=7.3 Hz). 13C NMR (DMSO-d6, 100 MHz) δ 175.5, 145.8, 139.8, 139.2, 137.8, 128.9, 126.5... Starting materials: COCC=1C=C(C=CC1)C1=CC=C(C=C1)C(C(=O)O)(C)C (2-(3′-(methoxymethyl)biphenyl-4-yl)-2-methylpropanoic acid), N[C@H](CO)CC ((S)-2-aminobutan-1-ol). Product: OC[C@H](CC)NC(C(C)(C)C1=CC=C(C=C1)C1=CC(=CC=C1)COC)=O ((S)-N-(1-hydroxybutan-2-yl)-2-(3′-(methoxymethyl)biphenyl-4-yl)-2-methylpropanamide). Starting materials: ClC1=CC=C(C=C1)C=1N=C(NC1C=1SC=CC1)S (4-(4-chlorophenyl)-5-(2-thienyl)-1H-2-imidazolethiol), product, FC(=C(F)F)F (tetrafluoroethylene), O (water). Solvent: CN(C=O)C (dimethylformamide), ClCCCC (1-chlorobutane), C(C)(C)NC(C)C (diisopropylamine). The product is ClC1=CC=C(C=C1)C=1N=C(NC1C=1SC=CC1)SC(C(F)F)(F)F (4-(4-Chlorophenyl)-2-(1,1,2,2-tetrafluoroethylthio)-5-(2-thienyl)-1H-imidazole). Reaction SMILES: [Cl:1][C:2]1[CH:7]=[CH:6][C:5]([C:8]2[N:9]=[C:10]([SH:18])[NH:11][C:12]=2[C:13]2[S:14][CH:15]=[CH:16][CH:17]=2)=[CH:4][CH:3]=1.[F:19][C:20]([F:24])=[C:21]([F:23])[F:22].O>CN(C)C=O.C(NC(C)C)(C)C.ClCCCC>[Cl:1][C:2]1[CH:3]=[CH:4][C:5]([C:8]2[N:9]=[C:10]([S:18][C:21]([F:23])([F:22])[CH:20]([F:24])[F:19])[NH:11][C:12]=2[C:13]2[S:14][CH:15]=[CH:16][CH:17]=2)=[CH:6][CH:7]=1. Procedure: A solution of 6.9 g of 4-(4-chlorophenyl)-5-(2-thienyl)-1H-2-imidazolethiol in 40 ml of dimethylformamide and 1.5 ml of diisopropylamine was pressured in a bomb with 3 g of tetrafluoroethylene and shaken until there was no further pressure drop. The bomb contents were poured into water, the pH adjusted to 8 and the solution extracted with chloroform. The extract was dried and concentrated. It was chromatographed on silica gel (Silicar CC-4) to give 5.5 g of a cut which was dissolved in hot 1-chl... The reactants are O=C=NCc1ccccc1, CCNCc1cc(C(F)(F)F)ccc1-c1cncc(CC(=O)OC)c1. Yields the product CCN(Cc1cc(C(F)(F)F)ccc1-c1cncc(CC(=O)OC)c1)C(=O)NCc1ccccc1. As a reaction SMILES: [CH2:26]([c:27]1[cH:28][cH:29][cH:30][cH:31][cH:32]1)[N:33]=[C:34]=[O:35].[CH3:1][O:2][C:3]([CH2:4][c:5]1[cH:6][n:7][cH:8][c:9](-[c:11]2[c:12]([CH2:21][NH:22][CH2:23][CH3:24])[cH:13][c:14]([C:17]([F:18])([F:19])[F:20])[cH:15][cH:16]2)[cH:10]1)=[O:25]>>[CH3:1][O:2][C:3]([CH2:4][c:5]1[cH:6][n:7][cH:8][c:9](-[c:11]2[c:12]([CH2:21][N:22]([CH2:23][CH3:24])[C:34]([NH:33][CH2:26][c:27]3[cH:28][cH:29][cH:30][cH:31][cH:32]3)=[O:35])[cH:13][c:14]([C:17]([F:18])([F:19])[F:20])[cH:15][cH:16]2)[cH:10]1)=[O:25].